From a dataset of the Open Reaction Database (ORD), a public repository of structured organic reaction records. describe an organic reaction: reactants, conditions, products, and yield The reactants are c1ccc(CN2CCNC(CCc3cccc4ccccc34)C2)cc1, CCO, O=C[O-], [NH4+], [OH-], [OH-], [Pd+2]. Yields the product c1ccc2c(CCC3CNCCN3)cccc2c1. As a reaction SMILES: [CH2:1]([c:2]1[cH:3][cH:4][cH:5][cH:6][cH:7]1)[N:8]1[CH2:9][CH:10]([CH2:14][CH2:15][c:16]2[cH:17][cH:18][cH:19][c:20]3[cH:21][cH:22][cH:23][cH:24][c:25]23)[NH:11][CH2:12][CH2:13]1.[CH3:30][CH2:31][OH:32].[CH:26]([O-:27])=[O:28].[NH4+:29].[OH-:33].[OH-:35].[Pd+2:34]>>[NH:8]1[CH2:9][CH:10]([CH2:14][CH2:15][c:16]2[cH:17][cH:18][cH:19][c:20]3[cH:21][cH:22][cH:23][cH:24][c:25]23)[NH:11][CH2:12][CH2:13]1. The reactants are C([O-])([O-])=O.[K+].[K+] (potassium carbonate), OO (hydrogen peroxide), C(C)(C)(C)OC(N(CCC(C)C)CC1=CC(=C(C=C1)C1=CC(=CC=C1)C#N)F)=O ((3′-Cyano-2-fluoro-biphenyl-4-ylmethyl)-(3-methyl-butyl)-carbamic acid tert-butyl ester). The solvent is O (water), CS(=O)C (dimethyl sulfoxide). Run at time 18 hour. Yields the product C(C)(C)(C)OC(N(CCC(C)C)CC1=CC(=C(C=C1)C1=CC(=CC=C1)C(N)=O)F)=O ((3′-Carbamoyl-2-fluoro-biphenyl-4-ylmethyl)-(3-methyl-butyl)-carbamic acid tert-butyl ester). The yield is 99.9%. Reaction SMILES: [C:1]([O:5][C:6](=[O:29])[N:7]([CH2:13][C:14]1[CH:19]=[CH:18][C:17]([C:20]2[CH:25]=[CH:24][CH:23]=[C:22]([C:26]#[N:27])[CH:21]=2)=[C:16]([F:28])[CH:15]=1)[CH2:8][CH2:9][CH:10]([CH3:12])[CH3:11])([CH3:4])([CH3:3])[CH3:2].C(=O)([O-])[O-:31].[K+].[K+].OO>CS(C)=O.O>[C:1]([O:5][C:6](=[O:29])[N:7]([CH2:13][C:14]1[CH:19]=[CH:18][C:17]([C:20]2[CH:25]=[CH:24][CH:23]=[C:22]([C:26](=[O:31])[NH2:27])[CH:21]=2)=[C:16]([F:28])[CH:15]=1)[CH2:8][CH2:9][CH:10]([CH3:12])[CH3:11])([CH3:3])([CH3:4])[CH3:2] |f:1.2.3|. Reported procedure: (3′-Cyano-2-fluoro-biphenyl-4-ylmethyl)-(3-methyl-butyl)-carbamic acid tert-butyl ester (I-5d: 1.20 g, 3.02 mmol) was dissolved in dimethyl sulfoxide (5.5 ml) and treated with potassium carbonate (0.502 g, 3.6 mmol) and 0.250 ml of a 30% hydrogen peroxide solution. After 18 hours, the reaction mixture was diluted with water and extracted with ethyl acetate (3×). The combined organic layers were washed with water and brine, dried over sodium sulfate, filtered and concentrated under reduced pressu... Reactants: CON(C(=O)C1=CC(=NC=C1)NC(OC(C)(C)C)=O)C (tert-Butyl 4-{[methoxy(methyl)amino]carbonyl}pyridin-2-ylcarbamate), C[Mg+].[Br-] (MeMgBr), C[Mg+].[Br-] (MeMgBr). Run in C1CCOC1 (THF). Yields the product C(C)(=O)C1=CC(=NC=C1)NC(OC(C)(C)C)=O (tert-Butyl 4-acetylpyridin-2-ylcarbamate). Reaction SMILES: CON(C)[C:4]([C:6]1[CH:11]=[CH:10][N:9]=[C:8]([NH:12][C:13](=[O:19])[O:14][C:15]([CH3:18])([CH3:17])[CH3:16])[CH:7]=1)=[O:5].[CH3:21][Mg+].[Br-]>C1COCC1>[C:4]([C:6]1[CH:11]=[CH:10][N:9]=[C:8]([NH:12][C:13](=[O:19])[O:14][C:15]([CH3:16])([CH3:17])[CH3:18])[CH:7]=1)(=[O:5])[CH3:21] |f:1.2|. Procedure details: To a solution of tert-butyl 4{[methoxy(methyl)amino]carbonyl}pyridin-2-ylcarbamate (16-2, 224 mg, 0.8 mmole) in dry THF (5 mL) was added MeMgBr (0.6 mL, 3 M in Et2O, 1.75 mmole) at −20° C. After 30 minutes the mixture was warmed to RT. After 30 minutes additional MeMgBr (0.3 mL) was added. After 1 hr the mixture was quenched with saturated NH4Cl and extracted with EtOAc (3×). The combined organic layers were dried (MgSO4), filtered, and concentrated to give the titled compound as an off-white so... The reactants are C1(=CC=C(C=C1)CCCCCO)C1=CC=CC=C1 ([1,1′-biphenyl]-4-pentanol), C(Br)(Br)(Br)Br (carbon tetrabromide), C1(=CC=CC=C1)P(C1=CC=CC=C1)C1=CC=CC=C1 (Triphenyl phosphine). The solvent is C(Cl)Cl (methylene chloride), C(Cl)Cl (methylene chloride), hexanes. Reaction conditions: temperature 0 celsius, time 1 hour. The product is BrCCCCCC1=CC=C(C=C1)C1=CC=CC=C1 (4-(5-bromopentyl)-1,1′-biphenyl). Isolated yield 99.2%. As a reaction SMILES: [C:1]1([C:13]2[CH:18]=[CH:17][CH:16]=[CH:15][CH:14]=2)[CH:6]=[CH:5][C:4]([CH2:7][CH2:8][CH2:9][CH2:10][CH2:11]O)=[CH:3][CH:2]=1.C(Br)(Br)(Br)[Br:20].C1(P(C2C=CC=CC=2)C2C=CC=CC=2)C=CC=CC=1>C(Cl)Cl>[Br:20][CH2:11][CH2:10][CH2:9][CH2:8][CH2:7][C:4]1[CH:5]=[CH:6][C:1]([C:13]2[CH:18]=[CH:17][CH:16]=[CH:15][CH:14]=2)=[CH:2][CH:3]=1. Procedure details: [1,1′-biphenyl]-4-pentanol (3.34 g, 13.90 mmol) and carbon tetrabromide (5.99 g, 18.07 mmol) were dissolved in dry methylene chloride (20 mL) and cooled to 0° C. Triphenyl phosphine (4.98 g, 18.07 mmol) in methylene chloride (10 mL) was added dropwise, and the mixture was stirred for 1 h at 0° C. The mixture was poured into hexanes (100 mL) and then filtered through a short silica gel column, washed with ethylacetate/hexanes (1/4). The combined organic solvents were evaporated to dryness under r...